Dataset: the Open Reaction Database (ORD), a public repository of structured organic reaction records. Task: describe an organic reaction: reactants, conditions, products, and yield The reactants are CC1=NOC(=C1)C1=NC=CC(=C1)OC=1C=CC(=NC1)NC(OC(C)(C)C)=O (tert-butyl (5-((2-(3-methylisoxazol-5-yl)pyridin-4-yl)oxy)pyridin-2-yl)carbamate), Cl (HCl). Run in C1CCOC1 (THF). Conditions: temperature 55 celsius. The product is CC1=NOC(=C1)C1=NC=CC(=C1)OC=1C=CC(=NC1)N (5-((2-(3-methylisoxazol-5-yl)pyridin-4-yl)oxy)pyridin-2-amine). Yield: 106.5%. Reaction SMILES: [CH3:1][C:2]1[CH:6]=[C:5]([C:7]2[CH:12]=[C:11]([O:13][C:14]3[CH:15]=[CH:16][C:17]([NH:20]C(=O)OC(C)(C)C)=[N:18][CH:19]=3)[CH:10]=[CH:9][N:8]=2)[O:4][N:3]=1.Cl>C1COCC1>[CH3:1][C:2]1[CH:6]=[C:5]([C:7]2[CH:12]=[C:11]([O:13][C:14]3[CH:15]=[CH:16][C:17]([NH2:20])=[N:18][CH:19]=3)[CH:10]=[CH:9][N:8]=2)[O:4][N:3]=1. Procedure: A solution of tert-butyl (5-((2-(3-methylisoxazol-5-yl)pyridin-4-yl)oxy)pyridin-2-yl)carbamate (0.30 g, 0.84 mmol) in THF (5 mL) was treated with HCl (3 M, 2.8 mL, 8.4 mmol), heated at 55° C. for 4 h, then cooled to RT and concentrated to dryness. The residue was treated with NaHCO3, EtOAc and water, the layers separated and the aqueous layer extracted with EtOAc (2×). The combined organics were washed with brine, dried over Na2SO4 and concentrated to dryness to afford 5-((2-(3-methylisoxazol-5-... Reactants: CC(C)(C)OC(=O)NC1CCC(CC=O)CC1, CC(=O)O, ClCCCl, c1cc2sccc2c(N2CCNCC2)n1, [Na+], O=C([O-])O. Product: CC(C)(C)OC(=O)NC1CCC(CCN2CCN(c3nccc4sccc34)CC2)CC1. As a reaction SMILES: [C:1]([CH3:2])([CH3:3])([CH3:4])[O:5][C:6]([NH:7][CH:8]1[CH2:9][CH2:10][CH:11]([CH2:14][CH:15]=[O:16])[CH2:12][CH2:13]1)=[O:17].[C:33]([OH:34])(=[O:35])[CH3:36].[Cl:42][CH2:43][CH2:44][Cl:45].[N:18]1([c:24]2[n:25][cH:26][cH:27][c:28]3[c:29]2[cH:30][cH:31][s:32]3)[CH2:19][CH2:20][NH:21][CH2:22][CH2:23]1.[Na+:41].[O-:37][C:38]([OH:39])=[O:40]>>[C:1]([CH3:2])([CH3:3])([CH3:4])[O:5][C:6]([NH:7][CH:8]1[CH2:9][CH2:10][CH:11]([CH2:14][CH2:15][N:21]2[CH2:20][CH2:19][N:18]([c:24]3[n:25][cH:26][cH:27][c:28]4[c:29]3[cH:30][cH:31][s:32]4)[CH2:23][CH2:22]2)[CH2:12][CH2:13]1)=[O:17]. Reaction SMILES: [C:1]([CH2:2][CH2:3][CH3:4])(=[O:5])[Cl:6].[Cl:7][c:8]1[c:9]2[c:10]([NH2:17])[n:11][nH:12][c:13]2[cH:14][cH:15][cH:16]1.[cH:18]1[cH:19][cH:20][n:21][cH:22][cH:23]1>>[C:1]([CH2:2][CH2:3][CH3:4])(=[O:5])[NH:17][c:10]1[c:9]2[c:8]([Cl:7])[cH:16][cH:15][cH:14][c:13]2[nH:12][n:11]1. The reactants are CCCC(=O)Cl, Nc1n[nH]c2cccc(Cl)c12, c1ccncc1. The product is CCCC(=O)Nc1n[nH]c2cccc(Cl)c12. The reactants are C1(=CC=CC=C1)C1=CNC2=CC=CC=C12 (3-Phenylindole), [H-].[Na+] (sodium hydride), ClC(COC(=O)N1CC2=CC(=CC=C2CC1)S(=O)(=O)Cl)(Cl)Cl (7-Chlorosulfonyl-3,4-dihydro-1H-isoquinoline-2-carboxylic Acid 2,2,2-Trichloro-ethyl Ester), C([O-])([O-])=O.[Na+].[Na+] (sodium carbonate), P(=O)(O)(O)[O-].[Na+] (sodium dihydrogen phosphate). Reagents/catalysts: [Zn] (zinc). Solvent: O1CCCC1 (tetrahydrofuran), C1CCOC1 (THF). Run at time 36 hour. The product is Cl.C1(=CC=CC=C1)C1=CN(C2=CC=CC=C12)S(=O)(=O)C1=CC=C2CCNCC2=C1 (7-(3-Phenyl-indole-1-sulfonyl)-1,2,3,4-tetrahydro-isoquinoline Hydrochloride), 2s. RXN SMILES: [C:1]1([C:7]2[C:15]3[C:10](=[CH:11][CH:12]=[CH:13][CH:14]=3)[NH:9][CH:8]=2)[CH:6]=[CH:5][CH:4]=[CH:3][CH:2]=1.[H-].[Na+].[Cl:18]C(Cl)(Cl)COC([N:24]1[CH2:33][CH2:32][C:31]2[C:26](=[CH:27][C:28]([S:34](Cl)(=[O:36])=[O:35])=[CH:29][CH:30]=2)[CH2:25]1)=O.C(=O)([O-])[O-].[Na+].[Na+].P([O-])(O)(O)=O.[Na+]>O1CCCC1.[Zn]>[ClH:18].[C:1]1([C:7]2[C:15]3[C:10](=[CH:11][CH:12]=[CH:13][CH:14]=3)[N:9]([S:34]([C:28]3[CH:27]=[C:26]4[C:31]([CH2:32][CH2:33][NH:24][CH2:25]4)=[CH:30][CH:29]=3)(=[O:35])=[O:36])[CH:8]=2)[CH:2]=[CH:3][CH:4]=[CH:5][CH:6]=1 |f:1.2,4.5.6,7.8,11.12|. Procedure details: 3-Phenylindole [Heterocycl. Commun. (2000), 6(1), 59-62](2 mmol, 390 mg), was added to a stirred suspension of sodium hydride (40% oil dispersion, 88 mg, 2.2 mmol) in tetrahydrofuran (15 ml). When the effervescence ceased, 7-chlorosulfonyl-3,4-dihydro-1H-isoquinoline-2-carboxylic acid 2,2,2-trichloro-ethyl ester (D7) (840 mg, 2 mmol) was added and the mixture stirred at RT for 36 hours. The mixture was treated with saturated aq sodium carbonate (100 ml) and extracted with dichloromethane (3×50 m... Starting materials: [OH-].[Na+] (sodium hydroxide), C(C)(=O)N1N=CC2=CC(=C(C=C12)C)C(=O)OC (methyl 1-acetyl-6-methyl-1H-indazole-5-carboxylate), [OH-].[Li+] (lithium hydroxide). The solvent is O (water), O1CCCC1 (tetrahydrofuran). Run at time 3 hour. The product is CC1=C(C=C2C=NNC2=C1)C(=O)O (6-methyl-1H-indazole-5-carboxylic acid). Yield: 92.6%. As a reaction SMILES: [OH-].[Na+].C([N:6]1[C:14]2[C:9](=[CH:10][C:11]([C:16]([O:18]C)=[O:17])=[C:12]([CH3:15])[CH:13]=2)[CH:8]=[N:7]1)(=O)C.[OH-].[Li+]>O1CCCC1.O>[CH3:15][C:12]1[CH:13]=[C:14]2[C:9]([CH:8]=[N:7][NH:6]2)=[CH:10][C:11]=1[C:16]([OH:18])=[O:17] |f:0.1,3.4|. Procedure: A 2N-aqueous sodium hydroxide solution (0.63 ml, 1.3 mmol) was added to a solution of methyl 1-acetyl-6-methyl-1H-indazole-5-carboxylate (0.0731 g, 0.315 mmol) in tetrahydrofuran (1 ml), and the resulting mixture was stirred for 3 hours with heating under reflux. Then, a 2N-aqueous lithium hydroxide solution (0.63 ml, 1.3 mmol) was added thereto and stirred for another 3 hours. The resulting solution was diluted with water and washed with diethyl ether, and the aqueous layer was adjusted to pH 1... Starting materials: O=C([O-])[O-], CN(C)C=O, COC(=O)CCc1oc(Cl)nc1-c1ccccc1, [K+], [K+], O, Oc1ccc(S)cc1. The product is COC(=O)CCc1oc(Sc2ccc(O)cc2)nc1-c1ccccc1. As a reaction SMILES: [C:27](=[O:28])([O-:29])[O-:30].[CH3:33][N:34]([CH3:35])[CH:36]=[O:37].[Cl:1][c:2]1[o:3][c:4]([CH2:13][CH2:14][C:15](=[O:16])[O:17][CH3:18])[c:5](-[c:7]2[cH:8][cH:9][cH:10][cH:11][cH:12]2)[n:6]1.[K+:31].[K+:32].[OH2:38].[OH:19][c:20]1[cH:21][cH:22][c:23]([SH:26])[cH:24][cH:25]1>>[c:2]1([S:26][c:23]2[cH:22][cH:21][c:20]([OH:19])[cH:25][cH:24]2)[o:3][c:4]([CH2:13][CH2:14][C:15](=[O:16])[O:17][CH3:18])[c:5](-[c:7]2[cH:8][cH:9][cH:10][cH:11][cH:12]2)[n:6]1. The reactants are C=CCS(=O)(=O)C1(c2ccc(-c3ccccc3)cc2)CC(C(=O)OC)N(C(=O)OCc2ccccc2)C1, CO. The product is CCCS(=O)(=O)C1(c2ccc(-c3ccccc3)cc2)CC(C(=O)OC)N(C(=O)OCc2ccccc2)C1. RXN SMILES: [CH2:1]([CH:2]=[CH2:3])[S:4](=[O:5])(=[O:6])[C:7]1([c:26]2[cH:27][cH:28][c:29](-[c:32]3[cH:33][cH:34][cH:35][cH:36][cH:37]3)[cH:30][cH:31]2)[CH2:8][CH:9]([C:22](=[O:23])[O:24][CH3:25])[N:10]([C:12](=[O:13])[O:14][CH2:15][c:16]2[cH:17][cH:18][cH:19][cH:20][cH:21]2)[CH2:11]1.[CH3:38][OH:39]>>[CH2:1]([CH2:2][CH3:3])[S:4](=[O:5])(=[O:6])[C:7]1([c:26]2[cH:27][cH:28][c:29](-[c:32]3[cH:33][cH:34][cH:35][cH:36][cH:37]3)[cH:30][cH:31]2)[CH2:8][CH:9]([C:22](=[O:23])[O:24][CH3:25])[N:10]([C:12](=[O:13])[O:14][CH2:15][c:16]2[cH:17][cH:18][cH:19][cH:20][cH:21]2)[CH2:11]1.